Dataset: the Open Reaction Database (ORD), a public repository of structured organic reaction records. Task: describe an organic reaction: reactants, conditions, products, and yield Isolated yield 75.7%. Reaction conditions: time 1 hour. Procedure: A mixture of 9-[4-(benzyloxy)phenyl]-9H-imidazo[1′,2′:1,2]imidazo[4,5-b]pyridine (2.48 g), 10% palladium on carbon (containing water (50%), 2.48 g), THF (50 mL) and methanol (50 ml) was stirred under a hydrogen atmosphere at room temperature for 1 hr. The reaction mixture was filtered, and the filtrate was concentrated under reduced pressure. The residue was purified by silica gel column chromatography (hexane/THF) and recrystallized from ethanol to give the title compound (1.38 g). The solvent is CO (methanol). The reagents and catalysts are [Pd] (palladium on carbon). Starting materials: C(C1=CC=CC=C1)OC1=CC=C(C=C1)N1C=2N(C=3C1=NC=CC3)C=CN2 (9-[4-(benzyloxy)phenyl]-9H-imidazo[1′,2′:1,2]imidazo[4,5-b]pyridine), C1CCOC1 (THF). RXN SMILES: C([O:8][C:9]1[CH:14]=[CH:13][C:12]([N:15]2[C:19]3=[N:20][CH:21]=[CH:22][CH:23]=[C:18]3[N:17]3[CH:24]=[CH:25][N:26]=[C:16]23)=[CH:11][CH:10]=1)C1C=CC=CC=1.C1COCC1>[Pd].CO>[N:26]1[CH:25]=[CH:24][N:17]2[C:18]3[C:19](=[N:20][CH:21]=[CH:22][CH:23]=3)[N:15]([C:12]3[CH:13]=[CH:14][C:9]([OH:8])=[CH:10][CH:11]=3)[C:16]=12. Yields the product N=1C=CN2C1N(C1=NC=CC=C12)C1=CC=C(C=C1)O (4-(9H-imidazo[1′,2′:1,2]imidazo[4,5-b]pyridin-9-yl)phenol). Reactants: C(C)(=O)OCC(C[Si](C)(C)C)=C (2-(acetoxymethyl)allyl-trimethylsilane), COC(=O)C=1C=C(C=C2C=CC(OC12)=O)OCC1=CC=CC=C1 (6-Benzyloxy-2-oxo-2H-chromene-8-carboxylic acid methyl ester), P(OC(C)C)(OC(C)C)OC(C)C (triisopropyl phosphite). Reagents/catalysts: CC(=O)[O-].CC(=O)[O-].[Pd+2] (Pd(OAc)2). The solvent is C1CCOC1 (THF). Reaction conditions: temperature 60 celsius, time 8 hour. Yields the product COC(=O)C=1C=C(C=C2C3C(C(OC12)=O)CC(C3)=C)OCC3=CC=CC=C3 (8-Benzyloxy-2-methylene-4-oxo-1,2,3,3a,4,9b-hexahydro-cyclopenta[c]chromene-6-carboxylic acid methyl ester). As a reaction SMILES: [CH3:1][O:2][C:3]([C:5]1[CH:6]=[C:7]([O:16][CH2:17][C:18]2[CH:23]=[CH:22][CH:21]=[CH:20][CH:19]=2)[CH:8]=[C:9]2[C:14]=1[O:13][C:12](=[O:15])[CH:11]=[CH:10]2)=[O:4].C(O[CH2:28][C:29](=[CH2:35])[CH2:30][Si](C)(C)C)(=O)C.P(OC(C)C)(OC(C)C)OC(C)C>C1COCC1.CC([O-])=O.CC([O-])=O.[Pd+2]>[CH3:1][O:2][C:3]([C:5]1[CH:6]=[C:7]([O:16][CH2:17][C:18]2[CH:23]=[CH:22][CH:21]=[CH:20][CH:19]=2)[CH:8]=[C:9]2[C:14]=1[O:13][C:12](=[O:15])[CH:11]1[CH2:30][C:29](=[CH2:28])[CH2:35][CH:10]21)=[O:4] |f:4.5.6|. Reported procedure: To a solution of preparation 4 (198 mg, 0.64 mmol) and Pd(OAc)2 (17 mg, 0.076 mmol) in 4 mL THF add 2-(acetoxymethyl)allyl-trimethylsilane (0.163 mL, 0.122 mmol) followed by triisopropyl phosphite (0.12 mL, 0.49 mmol). After stirring at 60° C. overnight, cool the solution to room temperature, concentrate under reduced pressure, and dilute with EtOAc. Wash the solution with saturated aqueous sodium bicarbonate and brine. Dry over Na2SO4, and then concentrate to an oil. Purify the material by sili... The reactants are C(CCCCCCC)OC1=CC=C(C=C1)C1=CC=C(C=C1)C(=O)O (4'-octyloxybiphenyl-4-carboxylic acid), C(CCCCCCCC)OC1=CC=C(C=C1)C1=CC=C(C=C1)C#N (4'-nonyloxy-4-cyanobiphenyl). The product is C(CCCCCCCC)OC1=CC=C(C=C1)C1=CC=C(C=C1)C(=O)O (4'-nonyloxybiphenyl-4-carboxylic acid). Reaction SMILES: [CH2:1]([O:9][C:10]1[CH:15]=[CH:14][C:13]([C:16]2[CH:21]=[CH:20][C:19]([C:22]([OH:24])=[O:23])=[CH:18][CH:17]=2)=[CH:12][CH:11]=1)[CH2:2][CH2:3][CH2:4][CH2:5][CH2:6][CH2:7][CH3:8].[CH2:25](OC1C=CC(C2C=CC(C#N)=CC=2)=CC=1)CCCCCCCC>>[CH2:1]([O:9][C:10]1[CH:15]=[CH:14][C:13]([C:16]2[CH:21]=[CH:20][C:19]([C:22]([OH:24])=[O:23])=[CH:18][CH:17]=2)=[CH:12][CH:11]=1)[CH2:2][CH2:3][CH2:4][CH2:5][CH2:6][CH2:7][CH2:8][CH3:25]. Reported procedure: In the synthesis of 4'-octyloxybiphenyl-4-caboxylic acid of Example 12, the same hydrolysis as in Example 12 was repeated except that 4'-nonyloxy-4-cyanobiphenyl was used instead of 4'-octyloxy-4-cyanobiphenyl to obtain 4'-nonyloxybiphenyl-4-carboxylic acid. This 4'-nonyloxybiphenyl-4-carboxylic acid was condensed with 4-(2-methylnonanoyl) phenol in the same manner as in the synthesis of 4-(2-methylnonanoyl) phenyl, 4'-octyloxybiphenyl-4-carboxylic acid ester of Example 13 to synthesize 4-(2-met... The reactants are three-necked, C(CC\C=C/CCCCCCC)=O ((Z)-4-dodecenal), NO (NH2OH). Solvent: C1CCCCC1 (cyclohexane). Run at time 8 hour. The product is C(C=C\C=C/CCCCCCC)=NO ((4Z)-4-dodecenenal oxime), 1-Z. As a reaction SMILES: [CH:1](=O)[CH2:2][CH2:3]/[CH:4]=[CH:5]\[CH2:6][CH2:7][CH2:8][CH2:9][CH2:10][CH2:11][CH3:12].[NH2:14][OH:15]>C1CCCCC1>[CH:1](=[N:14][OH:15])[CH:2]=[CH:3]/[CH:4]=[CH:5]\[CH2:6][CH2:7][CH2:8][CH2:9][CH2:10][CH2:11][CH3:12]. Reported procedure: In a 250 ml three-necked flask containing 20 g of (Z)-4-dodecenal in 50 ml of cyclohexane were added 8.4 ml of NH2OH (50% aqueous solution) over 30 minutes. The reaction was left overnight. The organic layer was decanted, washed with water and the solvent removed in vacuum to yield the oxime as a mixture 55/45 of 1-E and 1-Z. The reactants are Cl.Cl.COC1=C(C(=N)N)C(=CC=C1)N (2-methoxy-6-aminobenzamidine dihydrochloride), O=C1CCN(CC1)C(=O)OCC (ethyl 4-oxopiperidine-1-carboxylate). Product: Cl.NC1=NC2(NC3=CC=CC(=C13)OC)CCN(CC2)C(=O)OCC (Ethyl 4'-amino-5'-methoxyspiro[piperidine-4,2'(1'H)-quinazoline]-1-carboxylate hydrochloride). Reaction SMILES: [ClH:1].Cl.[CH3:3][O:4][C:5]1[CH:13]=[CH:12][CH:11]=[C:10]([NH2:14])[C:6]=1[C:7]([NH2:9])=[NH:8].O=[C:16]1[CH2:21][CH2:20][N:19]([C:22]([O:24][CH2:25][CH3:26])=[O:23])[CH2:18][CH2:17]1>>[ClH:1].[NH2:8][C:7]1[C:6]2[C:10](=[CH:11][CH:12]=[CH:13][C:5]=2[O:4][CH3:3])[NH:14][C:16]2([CH2:21][CH2:20][N:19]([C:22]([O:24][CH2:25][CH3:26])=[O:23])[CH2:18][CH2:17]2)[N:9]=1 |f:0.1.2,4.5|. Procedure: This was prepared by the method of Example 173 using 2-methoxy-6-aminobenzamidine dihydrochloride (Example E) and ethyl 4-oxopiperidine-1-carboxylate to give the title compound as a yellow solid, MS (+CI) 319 ([M+H]+), 1H NMR (d6 -DMSO) 9.97 (1H, s), 8.69 (1H, s), 8.64 (1H, s), 7.70 (1H, s), 7.40 (1H, dd), 6.48 (1H, d), 6.42 (1H, d), 4.05 (2H, q), 3.88 (3H, s), 3.6-3.72 (2H, m), 3.4-3.55 (2H, m), 1.85-2.0 (2H, m), 163-1.80 (2H, m), 1.19 (3H, t). The reactants are ( A ), FC=1C=C2C=CN(C2=CC1B1OC(C(O1)(C)C)(C)C)CCO (2-(5-fluoro-6-(4,4,5,5-tetramethyl-1,3,2-dioxaborolan-2-yl)-1H-indol-1-yl)ethanol), BrC1=C2C(=NC=C1)N(C=C2I)C (4-bromo-3-iodo-1-methyl-1H-pyrrolo[2,3-b]pyridine), D8. Yields the product BrC1=C2C(=NC=C1)N(C=C2C2=C(C=C1C=CN(C1=C2)CCO)F)C (2-(6-(4-bromo-1-methyl-1H-pyrrolo[2,3-b]pyridin-3-yl)-5-fluoro-1H-indol-1-yl)ethanol). RXN SMILES: [F:1][C:2]1[CH:3]=[C:4]2[C:8](=[CH:9][C:10]=1B1OC(C)(C)C(C)(C)O1)[N:7]([CH2:20][CH2:21][OH:22])[CH:6]=[CH:5]2.[Br:23][C:24]1[CH:29]=[CH:28][N:27]=[C:26]2[N:30]([CH3:34])[CH:31]=[C:32](I)[C:25]=12>>[Br:23][C:24]1[CH:29]=[CH:28][N:27]=[C:26]2[N:30]([CH3:34])[CH:31]=[C:32]([C:10]3[CH:9]=[C:8]4[C:4]([CH:5]=[CH:6][N:7]4[CH2:20][CH2:21][OH:22])=[CH:3][C:2]=3[F:1])[C:25]=12. Procedure: The title compound was prepared from 2-(5-fluoro-6-(4,4,5,5-tetramethyl-1,3,2-dioxaborolan-2-yl)-1H-indol-1-yl)ethanol (D79) and 4-bromo-3-iodo-1-methyl-1H-pyrrolo[2,3-b]pyridine (D7) using a similar procedure to that described for D8. LCMS (A): m/z (M+H)+ 388/390, C18H15BrFN3O requires 387/389 (acidic). Starting materials: ClC(=O)OC1=C(C=CC=C1)[N+](=O)[O-] (2-Nitrophenyl chloroformate), CCN(C(C)C)C(C)C (DIEA), CCOC(=O)C (EtOAc), C(=O)(O)[O-].[Na+] (NaHCO3). The solvent is ClCCCl (DCE). The product is O1C(N[C@@H]2[C@@H]1CCCC2)=O ((3aS,7aS)-Hexahydro-benzooxazol-2-one). Isolated yield 75.0%. Reaction SMILES: Cl[C:2]([O:4][C:5]1[CH:10]=[CH:9][CH:8]=[CH:7][C:6]=1[N+:11]([O-])=O)=[O:3].CCN(C(C)C)C(C)C.CCOC(C)=O.C([O-])(O)=O.[Na+]>ClCCCl>[O:4]1[C@H:5]2[CH2:10][CH2:9][CH2:8][CH2:7][C@@H:6]2[NH:11][C:2]1=[O:3] |f:3.4|. Procedure: The (1S,2S)-2-Aminocyclohexanole (750 mg, 6.51 mmol) and the 2-Nitrophenyl chloroformate (1378 mg, 6.84 mmol) were stirred in DCE (15 mL) with DIEA (2.39 mL, 13.68 mmol) in a sealed vial at 90° C. for 1 h. The reaction mixture was given into a separating funnel with 50 mL EtOAc and 50 mL saturated NaHCO3 solution. The aqueous layer was washed with 50 mL EtOAc. The organic layers were combined and washed with 50 mL H2O, 50 mL brine, dried with Na2SO4, filtered and concentrated. The residue was pu... The reactants are [OH-].[Na+] (NaOH), COC(=O)C1C(N(C2=C(N=C(C=C2C1=O)C)C)C(=O)OCC1=CC=CC=C1)CC (2-ethyl-6,8-dimethyl-4-oxo-3,4-dihydro-2H-[1,7]naphthyridine-1,3-dicarboxylic acid 1-benzyl ester 3-methyl ester). The solvent is C(C)O (ethanol). Yields the product C(C1=CC=CC=C1)OC(=O)N1C(CC(C2=CC(=NC(=C12)C)C)=O)CC (2-Ethyl-6,8-dimethyl-4-oxo-3,4-dihydro-2H-[1,7]naphthyridine-1-carboxylic acid benzyl ester). RXN SMILES: COC([CH:5]1[C:14](=[O:15])[C:13]2[C:8](=[C:9]([CH3:17])[N:10]=[C:11]([CH3:16])[CH:12]=2)[N:7]([C:18]([O:20][CH2:21][C:22]2[CH:27]=[CH:26][CH:25]=[CH:24][CH:23]=2)=[O:19])[CH:6]1[CH2:28][CH3:29])=O.[OH-].[Na+]>C(O)C>[CH2:21]([O:20][C:18]([N:7]1[C:8]2[C:13](=[CH:12][C:11]([CH3:16])=[N:10][C:9]=2[CH3:17])[C:14](=[O:15])[CH2:5][CH:6]1[CH2:28][CH3:29])=[O:19])[C:22]1[CH:23]=[CH:24][CH:25]=[CH:26][CH:27]=1 |f:1.2|. Procedure details: This compound can be obtained by reacting a solution of 2-ethyl-6,8-dimethyl-4-oxo-3,4-dihydro-2H-[1,7]naphthyridine-1,3-dicarboxylic acid 1-benzyl ester 3-methyl ester, in ethanol, with 2N NaOH at reflux temperature, for a time period from about 0.5 h to about 2 h, followed by a typical workup. Starting materials: C(C1=CC=CC=C1)SC=1C=C2C(=C(C=NC2=C(C1)F)C(=O)OCC)O (ethyl 6-(benzylsulfanyl)-8-fluoro-4-hydroxy-3-quinolinecarboxylate), ClC1=CC=C(CN)C=C1 (4-chlorobenzylamine). Run in C(Cl)(Cl)Cl (CHCl3), CO (MeOH). Yields the product C(C1=CC=CC=C1)SC=1C=C2C(=C(C=NC2=C(C1)F)C(=O)NCC1=CC=C(C=C1)Cl)O (6-(benzylsulfanyl)-N-(4-chlorobenzyl)-8-fluoro-4-hydroxy-3-quinolinecarboxamide). The yield is 95.0%. Reaction SMILES: [CH2:1]([S:8][C:9]1[CH:10]=[C:11]2[C:16](=[C:17]([F:19])[CH:18]=1)[N:15]=[CH:14][C:13]([C:20]([O:22]CC)=O)=[C:12]2[OH:25])[C:2]1[CH:7]=[CH:6][CH:5]=[CH:4][CH:3]=1.[Cl:26][C:27]1[CH:34]=[CH:33][C:30]([CH2:31][NH2:32])=[CH:29][CH:28]=1>C(Cl)(Cl)Cl.CO>[CH2:1]([S:8][C:9]1[CH:10]=[C:11]2[C:16](=[C:17]([F:19])[CH:18]=1)[N:15]=[CH:14][C:13]([C:20]([NH:32][CH2:31][C:30]1[CH:33]=[CH:34][C:27]([Cl:26])=[CH:28][CH:29]=1)=[O:22])=[C:12]2[OH:25])[C:2]1[CH:7]=[CH:6][CH:5]=[CH:4][CH:3]=1. Procedure: A solution of 3.93 g of of ethyl 6-(benzylsulfanyl)-8-fluoro-4-hydroxy-3-quinolinecarboxylate in 8.8 g of 4-chlorobenzylamine is heated at 165° C. under argon for 16 h, then cooled and diluted with CHCl3 and MeOH. The solution is washed with dil. HCl, dried (Na2SO4), and concentrated under reduced pressure to a yellow solid. Flash chromatography on silica using 3-6% MeOH in CH2Cl2 affords 4.73 g (95%) of 6-(benzylsulfanyl)-N-(4-chlorobenzyl)-8-fluoro-4-hydroxy-3-quinolinecarboxamide as a yellow ...